Dataset: the Open Reaction Database (ORD), a public repository of structured organic reaction records. Task: describe an organic reaction: reactants, conditions, products, and yield Starting materials: C(Cl)Cl (methylene chloride), C(Cl)Cl (CH2Cl2), C=1(C(=CC=CC1)S(=O)(=O)O)C (toluenesulfonic acid), C12(C(=O)CC(CC1)C2(C)C)CS(=O)(=O)O (camphorsulfonic acid), FC(C(=O)O)(F)F (trifluoroacetic acid), CS(=O)(=O)O (methanesulfonic acid), S(O)(O)(=O)=O (sulfuric acid). The solvent is COCCOC (DME), C1CCOC1 (THF), C(Cl)(Cl)Cl (CHCl3). The product is C12(C(=O)CC(CC1)C2(C)C)CS(=O)(=O)O (camphorsulfonic acid), ClC(C)Cl (dichloroethane), compound 1a. As a reaction SMILES: [C:1]1(C)C(S(O)(=O)=O)=CC=CC=1.[C:12]12([CH2:22][S:23]([OH:26])(=[O:25])=[O:24])[C:19]([CH3:21])([CH3:20])[CH:16]([CH2:17][CH2:18]1)[CH2:15][C:13]2=[O:14].FC(F)(F)C(O)=O.CS(O)(=O)=O.S(=O)(=O)(O)O.[CH2:44]([Cl:46])[Cl:45]>COCCOC.C1COCC1.C(Cl)(Cl)Cl>[C:12]12([CH2:22][S:23]([OH:26])(=[O:24])=[O:25])[C:19]([CH3:21])([CH3:20])[CH:16]([CH2:17][CH2:18]1)[CH2:15][C:13]2=[O:14].[Cl:45][CH:44]([Cl:46])[CH3:1]. Reported procedure: Compound 2 is first treated as described above in Method B, Step 1, to obtain an intermediate phenol dihydropyridine which is then treated with about 0.1-0.3 meq (preferably 0.1 meq) of an acid (toluenesulfonic acid, camphorsulfonic acid, trifluoroacetic acid, methanesulfonic acid, sulfuric acid; preferably, camphorsulfonic acid) in a solvent such as CH2Cl2, CHCl3, dichloroethane, THF, DME, or mixtures thereof (preferably methylene chloride) at about 25° to 50° C. for about 2-24 hours to obtain ... Reactants: COC(=O)C1CCC(CC1)(C1=CC=C(C=C1)O)C1=CC=C(C=C1)O (4,4-bis(4-hydroxyphenyl)cyclohexanecarboxylic acid methyl ester), [OH-].[Na+] (sodium hydroxide), CC(=C)C1=CC=CC=C1 (α-methylstyrene), C1(=CC=CC=C1)C(C)C (cumene). Reagents/catalysts: [C].[Pd] (palladium-carbon). Run in stainless steel. Yields the product OC1=CC=C(C=C1)C1=CC=C(C=C1)C(=O)O (4'-hydroxy-biphenyl-4-carboxylic acid). The yield is 90.3%. Reaction SMILES: C[O:2][C:3]([CH:5]1[CH2:10][CH2:9][C:8](C2C=CC(O)=CC=2)([C:11]2[CH:16]=[CH:15][C:14]([OH:17])=[CH:13][CH:12]=2)[CH2:7][CH2:6]1)=[O:4].[OH-].[Na+].CC(C1C=CC=CC=1)=C.C1(C(C)C)C=CC=CC=1>[C].[Pd]>[OH:17][C:14]1[CH:13]=[CH:12][C:11]([C:8]2[CH:9]=[CH:10][C:5]([C:3]([OH:4])=[O:2])=[CH:6][CH:7]=2)=[CH:16][CH:15]=1 |f:1.2,5.6|. Reported procedure: Into a 300-ml stainless steel autoclave were charged 19.6 g (0.060 mole) of 4,4-bis(4-hydroxyphenyl)cyclohexanecarboxylic acid methyl ester, 2.9 g (0.072 mole) of sodium hydroxide, 21.3 g (0.18 mole) of α-methylstyrene, 0.4 g of 5% palladium-carbon catalyst, and 100 g of cumene. The reaction was conducted in the same manner as described in Example 1. The resulting reaction mixture was worked up in the same manner as described in Example 1 to obtain 11.6 g 4'-hydroxy-biphenyl-4-carboxylic acid in...